This data is from the Open Reaction Database (ORD), a public repository of structured organic reaction records. The task is: describe an organic reaction: reactants, conditions, products, and yield The reactants are B#B (diborane), O1CCCC1 (tetrahydrofuran), O (water), O1CCCC1 (tetrahydrofuran), B#B (diborane), O1CCCC1 (tetrahydrofuran), 8-[, COCCOC(=C)CCCCCC (2-(2-methoxyethoxy]-1-octene), CC(C)=CC (2-methyl-2-butene). Product: COCCOCCOCCCCCCCCO (8-[2-(2-Methoxyethoxy)ethoxy]-1-octanol). As a reaction SMILES: B#B.[CH3:3][C:4](=[CH:6][CH3:7])C.[CH3:8][O:9][CH2:10][CH2:11][O:12][C:13]([CH2:15]CCCCC)=C.[OH2:21].[O:22]1[CH2:26][CH2:25][CH2:24][CH2:23]1>>[CH3:8][O:9][CH2:10][CH2:11][O:12][CH2:13][CH2:15][O:22][CH2:26][CH2:25][CH2:24][CH2:23][CH2:3][CH2:4][CH2:6][CH2:7][OH:21]. Procedure: To 564.3 ml of 1M diborane in tetrahydrofuran was added, at 0° C. under argon with stirring, 79.16 g of 2-methyl-2-butene. After stirring for 1/2hour, 65 g of 8-[2-(2-methoxyethoxy]-1-octene was added. This mixture was stirred one hour at room temperature, then 700 ml of 1M diborane in tetrahydrofuran was added over a period of 1.5 hours. The mixture was then stirred 2 hours, then water was added and about 2/3of the tetrahydrofuran removed. The remainder was stirred in an ice bath as 150 ml of 3... The reactants are ClC1=CC=2C(CN(S(C2S1)(=O)=O)COCC[Si](C)(C)C)(O)C1=CC2=CC=CC=C2C=C1 (6-chloro-4-(2-naphthyl)-2-{[2-(trimethylsilyl)ethoxy]methyl}-3,4-dihydro-2H-thieno[3,2-e][1,2]thiazin-4-ol 1,1-dioxide), C1(=CC=CC=C1)P(C1=CC=CC=2C(C3=CC=CC(=C3OC12)P(C1=CC=CC=C1)C1=CC=CC=C1)(C)C)C1=CC=CC=C1 (4,5-bis(diphenylphosphino)-9,9-dimethylxanthene), C([O-])([O-])=O.[Cs+].[Cs+] (cesium carbonate), N1CCOCC1 (morpholine). Reagents/catalysts: C=1C=CC(=CC1)/C=C/C(=O)/C=C/C2=CC=CC=C2.C=1C=CC(=CC1)/C=C/C(=O)/C=C/C2=CC=CC=C2.C=1C=CC(=CC1)/C=C/C(=O)/C=C/C2=CC=CC=C2.[Pd].[Pd] (tris(dibenzylideneacetone)dipalladium(0)). Run in O1CCOCC1 (1,4-dioxane). Conditions: temperature 140 celsius. Yields the product N1(CCOCC1)C1=CC=2C(CN(S(C2S1)(=O)=O)COCC[Si](C)(C)C)(O)C1=CC2=CC=CC=C2C=C1 (6-(morpholin-4-yl)-4-(2-naphthyl)-2-{[2-(trimethylsilyl)ethoxy]methyl}-3,4-dihydro-2H-thieno[3,2-e][1,2]thiazin-4-ol 1,1-dioxide). The yield is 18.0%. Reaction SMILES: Cl[C:2]1[S:10][C:9]2[S:8](=[O:12])(=[O:11])[N:7]([CH2:13][O:14][CH2:15][CH2:16][Si:17]([CH3:20])([CH3:19])[CH3:18])[CH2:6][C:5]([C:22]3[CH:31]=[CH:30][C:29]4[C:24](=[CH:25][CH:26]=[CH:27][CH:28]=4)[CH:23]=3)([OH:21])[C:4]=2[CH:3]=1.C1(P(C2C=CC=CC=2)C2C3OC4C(=CC=CC=4P(C4C=CC=CC=4)C4C=CC=CC=4)C(C)(C)C=3C=CC=2)C=CC=CC=1.C(=O)([O-])[O-].[Cs+].[Cs+].[NH:80]1[CH2:85][CH2:84][O:83][CH2:82][CH2:81]1>C1C=CC(/C=C/C(/C=C/C2C=CC=CC=2)=O)=CC=1.C1C=CC(/C=C/C(/C=C/C2C=CC=CC=2)=O)=CC=1.C1C=CC(/C=C/C(/C=C/C2C=CC=CC=2)=O)=CC=1.[Pd].[Pd].O1CCOCC1>[N:80]1([C:2]2[S:10][C:9]3[S:8](=[O:12])(=[O:11])[N:7]([CH2:13][O:14][CH2:15][CH2:16][Si:17]([CH3:20])([CH3:19])[CH3:18])[CH2:6][C:5]([C:22]4[CH:31]=[CH:30][C:29]5[C:24](=[CH:25][CH:26]=[CH:27][CH:28]=5)[CH:23]=4)([OH:21])[C:4]=3[CH:3]=2)[CH2:85][CH2:84][O:83][CH2:82][CH2:81]1 |f:2.3.4,6.7.8.9.10|. Procedure details: A 5 mL microwave vial was charged with 6-chloro-4-(2-naphthyl)-2-{[2-(trimethylsilyl)ethoxy]methyl}-3,4-dihydro-2H-thieno[3,2-e][1,2]thiazin-4-ol 1,1-dioxide (0.140 g, 0.282 mmol, tris(dibenzylideneacetone)dipalladium(0) (0.0129 g, 0.0141 mmol), 4,5-bis(diphenylphosphino)-9,9-dimethylxanthene (0.0163 g, 0.0282 mmol) and cesium carbonate (0.2758 g, 0.8466 mmol). The vial was flushed with Ar and 1,4-dioxane (4.4 mL) and morpholine (0.0738 mL, 0.847 mmol) were added. The reaction mixture was sealed... Reactants: ClCCl, CN1CCC(C(c2ccc(F)cc2)N2CCNCC2)CC1, O=C=NC(c1ccccc1)c1ccccc1. Yields the product CN1CCC(C(c2ccc(F)cc2)N2CCN(C(=O)NC(c3ccccc3)c3ccccc3)CC2)CC1. RXN SMILES: [CH2:38]([Cl:39])[Cl:40].[F:1][c:2]1[cH:3][cH:4][c:5]([CH:8]([N:9]2[CH2:10][CH2:11][NH:12][CH2:13][CH2:14]2)[CH:15]2[CH2:16][CH2:17][N:18]([CH3:21])[CH2:19][CH2:20]2)[cH:6][cH:7]1.[c:22]1([CH:28]([c:29]2[cH:30][cH:31][cH:32][cH:33][cH:34]2)[N:35]=[C:36]=[O:37])[cH:23][cH:24][cH:25][cH:26][cH:27]1>>[F:1][c:2]1[cH:3][cH:4][c:5]([CH:8]([N:9]2[CH2:10][CH2:11][N:12]([C:36]([NH:35][CH:28]([c:22]3[cH:23][cH:24][cH:25][cH:26][cH:27]3)[c:29]3[cH:30][cH:31][cH:32][cH:33][cH:34]3)=[O:37])[CH2:13][CH2:14]2)[CH:15]2[CH2:16][CH2:17][N:18]([CH3:21])[CH2:19][CH2:20]2)[cH:6][cH:7]1. The reactants are Cc1cc[nH]c(=O)c1Oc1cc(Cl)cc(C#N)c1, ClCCl, OCCc1nn(C2CCCCO2)c2ncccc12, c1ccc(P(c2ccccc2)c2ccccc2)cc1. Product: Cc1ccn(CCc2nn(C3CCCCO3)c3ncccc23)c(=O)c1Oc1cc(Cl)cc(C#N)c1. RXN SMILES: [Cl:19][c:20]1[cH:21][c:22]([C:23]#[N:24])[cH:25][c:26]([O:28][c:29]2[c:30](=[O:36])[nH:31][cH:32][cH:33][c:34]2[CH3:35])[cH:27]1.[Cl:56][CH2:57][Cl:58].[O:1]1[CH:2]([n:7]2[n:8][c:9]([CH2:16][CH2:17][OH:18])[c:10]3[c:11]2[n:12][cH:13][cH:14][cH:15]3)[CH2:3][CH2:4][CH2:5][CH2:6]1.[c:37]1([P:38]([c:39]2[cH:40][cH:41][cH:42][cH:43][cH:44]2)[c:45]2[cH:46][cH:47][cH:48][cH:49][cH:50]2)[cH:51][cH:52][cH:53][cH:54][cH:55]1>>[O:1]1[CH:2]([n:7]2[n:8][c:9]([CH2:16][CH2:17][n:31]3[c:30](=[O:36])[c:29]([O:28][c:26]4[cH:25][c:22]([C:23]#[N:24])[cH:21][c:20]([Cl:19])[cH:27]4)[c:34]([CH3:35])[cH:33][cH:32]3)[c:10]3[c:11]2[n:12][cH:13][cH:14][cH:15]3)[CH2:3][CH2:4][CH2:5][CH2:6]1. The reactants are N1CC(CC1)O (pyrrolidin-3-ol), O1COC2=C1C=CC(=C2)C=O (benzo[d][1,3]dioxole-5-carbaldehyde), C(CCC)[Sn](Cl)(Cl)CCCC (dibutyldichlorostannane), C1(=CC=CC=C1)[SiH3] (phenylsilane), Cl (HCl). Run in C(Cl)Cl (DCM), COCCOC (ethyleneglycol dimethylether), C(Cl)Cl (DCM), O (H2O). Reaction conditions: time 15 minute. Product: O1COC2=C1C=CC(=C2)CN2C=C(CC2)O (1-(Benzo[d][1,3]dioxol-5-ylmethyl)pyrrolin-3-ol). Yield: 60.3%. As a reaction SMILES: [NH:1]1[CH2:5][CH2:4][CH:3]([OH:6])[CH2:2]1.[O:7]1[C:11]2[CH:12]=[CH:13][C:14]([CH:16]=O)=[CH:15][C:10]=2[O:9][CH2:8]1.C([Sn](CCCC)(Cl)Cl)CCC.C1([SiH3])C=CC=CC=1.Cl>COCCOC.C(Cl)Cl.O>[O:7]1[C:11]2[CH:12]=[CH:13][C:14]([CH2:16][N:1]3[CH2:5][CH2:4][C:3]([OH:6])=[CH:2]3)=[CH:15][C:10]=2[O:9][CH2:8]1. Procedure details: A solution of pyrrolidin-3-ol (0.539 g, 6.2 mmol) in ethyleneglycol dimethylether (DME) (5 mL) was treated with benzo[d][1,3]dioxole-5-carbaldehyde (272) (1.08 g, 7.2 mmol) and dibutyldichlorostannane (0.71 g, 2.3 mmol). After the suspension was stirred for 15 min at room temperature, phenylsilane (1.0 mL, 8.6 mmol) was added neat and the mixture was stirred for 18 h. The reaction mixture was diluted with DCM (50 mL), treated with 1N HCl (13 mL) and stirred for 30 min followed by dilution with H... The reactants are BrC=1C=CC(=NC1)CO ((5-Bromo-pyridin-2-yl)-methanol), S(=O)(Cl)Cl (thionyl chloride). The solvent is C([O-])(O)=O.[Na+] (sodium bicarbonate), C(Cl)Cl (CH2Cl2). Conditions: time 4 hour. The product is BrC=1C=CC(=NC1)CCl (5-Bromo-2-chloromethyl-pyridine). Isolated yield 72.8%. Reaction SMILES: [Br:1][C:2]1[CH:3]=[CH:4][C:5]([CH2:8]O)=[N:6][CH:7]=1.S(Cl)([Cl:12])=O>C(Cl)Cl.C(=O)(O)[O-].[Na+]>[Br:1][C:2]1[CH:3]=[CH:4][C:5]([CH2:8][Cl:12])=[N:6][CH:7]=1 |f:3.4|. Procedure: To a stirred solution of (5-Bromo-pyridin-2-yl)-methanol (1 g, 5.319 mmol) in CH2Cl2 (20 mL) is added drop wise thionyl chloride (0.57 mL, 7.979 mmol) at 0° C. then stirred for another 4 hours. Reaction mixture is diluted with saturated sodium bicarbonate solution and extracted with CH2Cl2. Organic layer is dried over sodium sulphate, solvent is evaporated in vacuo and purified by column chromatography using 7% ethyl acetate in hexane as an eluent to afford the title compound (0.8 g). 1HNMR (400... The reactants are CC(=O)[CH-]C(C)=O, Clc1ccc2nnc(Cc3ccc4ncccc4c3)n2n1, [Fe+3], C1CCOC1. The product is c1cnc2ccc(Cc3nnc4ccc(C5CC5)nn34)cc2c1. RXN SMILES: [CH-:28]([C:29](=[O:30])[CH3:31])[C:32](=[O:33])[CH3:34].[Cl:1][c:2]1[cH:3][cH:4][c:5]2[n:6]([n:7]1)[c:8]([CH2:11][c:12]1[cH:13][c:14]3[cH:15][cH:16][cH:17][n:18][c:19]3[cH:20][cH:21]1)[n:9][n:10]2.[Fe+3:27].[O:22]1[CH2:23][CH2:24][CH2:25][CH2:26]1>>[c:2]1([CH:24]2[CH2:25][CH2:26]2)[cH:3][cH:4][c:5]2[n:6]([n:7]1)[c:8]([CH2:11][c:12]1[cH:13][c:14]3[cH:15][cH:16][cH:17][n:18][c:19]3[cH:20][cH:21]1)[n:9][n:10]2. Starting materials: C1=CC(=CC=C1/C=C(\C#N)/C(=O)O)O (CHCA), NC(C=1C=C(SC1C)C(=S)OC)=S (methyl 4-(aminothioxomethyl)-5-methylthiothiophene-2-carboxylate), BrC(C(=O)C1=CC(=CC(=C1)C(F)(F)F)F)C (2-bromo-1-[3-fluoro-5-(trifluoromethyl)phenyl]propan-1-one), FC=1C=C(C=C(C1)C(F)(F)F)C=1N=C(SC1C)C=1C(=C(SC1)C(=S)OC)C (methyl 4-{4-[3-fluoro-5-(trifluoromethyl)phenyl]-5-methyl(1,3-thiazol-2-yl)}-methylthiothiophene-2-carboxylate). Product: FC=1C=C(C=C(C1)C(F)(F)F)C=1N=C(SC1C)C=1C=C(SC1C)C(=S)OC (Methyl 4-{4-[3-fluoro-5-(trifluoromethyl)phenyl]-5-methyl(1,3-thiazol-2-yl)}-5-methylthiothiophene-2-carboxylate). Reaction SMILES: [NH2:1][C:2](=[S:13])[C:3]1[CH:4]=[C:5]([C:9]([O:11][CH3:12])=[S:10])[S:6][C:7]=1[CH3:8].Br[CH:15]([CH3:29])[C:16]([C:18]1[CH:23]=[C:22]([C:24]([F:27])([F:26])[F:25])[CH:21]=[C:20]([F:28])[CH:19]=1)=O.FC1C=C(C2N=C(C3C(C)=C(C(OC)=S)SC=3)SC=2C)C=C(C(F)(F)F)C=1.C1C(/C=C(/C(O)=O)\C#N)=CC=C(O)C=1>>[F:28][C:20]1[CH:19]=[C:18]([C:16]2[N:1]=[C:2]([C:3]3[CH:4]=[C:5]([C:9]([O:11][CH3:12])=[S:10])[S:6][C:7]=3[CH3:8])[S:13][C:15]=2[CH3:29])[CH:23]=[C:22]([C:24]([F:25])([F:26])[F:27])[CH:21]=1. Procedure: A solution of 75 mg (0.3 mmol) of methyl 4-(aminothioxomethyl)-5-methylthiothiophene-2-carboxylate (Maybridge, Cornwall, UK) was reacted with 90 mg (0.3 mmol) of 2-bromo-1-[3-fluoro-5-(trifluoromethyl)phenyl]propan-1-one in a manner similar to Example 8, step (a) to give, methyl 4-{4-[3-fluoro-5-(trifluoromethyl)phenyl]-5-methyl(1,3-thiazol-2-yl)}-methylthiothiophene-2-carboxylate (31.9 mg, 24%) as a solid. 1H-NMR (DMSO-d6; 300 MHz) δ8.17 (s, 1H), 7.98 (m, 1H), 7.95 and 7.92 (m, 1H, 1:1 ratio co... Reactants: COC(C(=C)C)=O (methacrylic acid methyl ester), COC(CS)=O (thioglycolic acid methyl ester), N1CCCCC1 (piperidine), C[O-].[Na+] (sodium methylate). The solvent is CO (methanol). Product: COC(=O)C1SCC(C1=O)C (4-methyl-3-oxotetrahydro-2-thiophencarboxylic acid methyl ester). Reaction SMILES: C[O:2][C:3](=O)[C:4]([CH3:6])=[CH2:5].[CH3:8][O:9][C:10](=[O:13])[CH2:11][SH:12].N1CCCCC1.C[O-].[Na+]>CO>[CH3:8][O:9][C:10]([CH:11]1[C:3](=[O:2])[CH:4]([CH3:6])[CH2:5][S:12]1)=[O:13] |f:3.4|. Procedure details: 100 g (1 mole) of methacrylic acid methyl ester are added dropwise to 106 g of thioglycolic acid methyl ester and 1 ml of piperidine. The reaction mixture is added dropwise to a solution of 40 g of sodium methylate in 200 ml of methanol. The mixture is stirred for a further half an hour, poured onto water, acidified and extracted with methylene chloride and the organic phase is washed with water and dried with sodium sulfate. After distillation, 4-methyl-3-oxotetrahydro-2-thiophencarboxylic acid...